This data is from the Open Reaction Database (ORD), a public repository of structured organic reaction records. The task is: describe an organic reaction: reactants, conditions, products, and yield The product is ClC1=C(C(=C(CNC(C(C)(C)C)=O)C=C1)F)C1=NN(C(N1)=O)C1=C(C=C(C=C1)F)F (N-(4-Chloro-3-(1-(2,4-difluorophenyl)-5-oxo-4,5-dihydro-1H-1,2,4-triazol-3-yl)-2-fluorobenzyl)pivalamide), pure product. The reactants are C(=O)(C(F)(F)F)O (TFA), FC1=C(C=CC(=C1)F)NNC(=O)OC(C)(C)C (tert-butyl 2-(2,4-difluorophenyl)hydrazinecarboxylate), ClC1=CC=C(C(=C1C(=O)N=C=O)F)CNC(C(C)(C)C)=O (6-chloro-2-fluoro-3-(pivalamidomethyl)benzoyl isocyanate). Solvent: C(Cl)Cl (DCM). Reaction SMILES: [F:1][C:2]1[CH:7]=[C:6]([F:8])[CH:5]=[CH:4][C:3]=1[NH:9][NH:10]C(OC(C)(C)C)=O.[Cl:18][C:19]1[C:24]([C:25]([N:27]=[C:28]=[O:29])=O)=[C:23]([F:30])[C:22]([CH2:31][NH:32][C:33](=[O:38])[C:34]([CH3:37])([CH3:36])[CH3:35])=[CH:21][CH:20]=1.C(O)(C(F)(F)F)=O>C(Cl)Cl>[Cl:18][C:19]1[CH:20]=[CH:21][C:22]([CH2:31][NH:32][C:33](=[O:38])[C:34]([CH3:37])([CH3:36])[CH3:35])=[C:23]([F:30])[C:24]=1[C:25]1[NH:27][C:28](=[O:29])[N:9]([C:3]2[CH:4]=[CH:5][C:6]([F:8])=[CH:7][C:2]=2[F:1])[N:10]=1. Reported procedure: The title compound was prepared by following the procedure as described for Example-83 by using tert-butyl 2-(2,4-difluorophenyl)hydrazinecarboxylate (Intermediate-54, 0.060 g, 0.21 mmol), 6-chloro-2-fluoro-3-(pivalamidomethyl)benzoyl isocyanate (Intermediate-51, 0.101 g, 0.32 mmol), DCM (10 mL) and TFA (3 mL) to afford 0.018 g of pure product. 1H NMR (300 MHz, CDCl3): δ 1.16 (s, 9H), 4.38 (d, J=5.4 Hz, 2H), 6.25 (m, 1H), 6.79-6.82 (m, 1H), 6.90-6.96 (m, 2H), 7.20-7.32 (m, 2H), 7.50-7.53 (m, 1H)... The reactants are NC1=C(C(=O)N)C=CC=C1C (2-amino-3-methylbenzamide), N1=CC=CC=C1 (pyridine), C(C)(=O)Cl (acetyl chloride). Solvent: C1CCOC1 (THF), C1CCOC1 (THF). Conditions: time 8 hour. Yields the product CC1=NC2=C(C=CC=C2C(N1)=O)C (2,8-Dimethylquinazolin-4-[3H]-one). Isolated yield 81.8%. As a reaction SMILES: [NH2:1][C:2]1[C:10]([CH3:11])=[CH:9][CH:8]=[CH:7][C:3]=1[C:4]([NH2:6])=[O:5].N1C=CC=[CH:14][CH:13]=1.C(Cl)(=O)C>C1COCC1>[CH3:13][C:14]1[NH:6][C:4](=[O:5])[C:3]2[C:2](=[C:10]([CH3:11])[CH:9]=[CH:8][CH:7]=2)[N:1]=1. Procedure details: To a solution of 2-amino-3-methylbenzamide (0.5 g, 3.3 mmol) (prepared by conventional methods) and pyridine (0.35 ml, 4.3 mmol) in dry THF (15 ml), was added a solution of acetyl chloride (0.36 ml, 5.0 mmol) in THF (2 ml). dropwise, and the mixture was stirred overnight under nitrogen. The solvent was removed under vacuum and the remaining white slurry was resuspended in 2% aqueous sodium hydroxide solution and neutralised with aqueous hydrochloric acid, whereupon a white precipitate formed. Th...